This data is from the Open Reaction Database (ORD), a public repository of structured organic reaction records. The task is: describe an organic reaction: reactants, conditions, products, and yield Starting materials: CC(C)CNNC(=O)C(CC(C)C)C(CC=Cc1ccccc1)C(=O)OC(C)(C)C, CCN=C=NCCCN(C)C, CN(C)C=O, Cl, O=C(O)Cc1nnn[nH]1. Yields the product CC(C)CC(C(=O)NN(CC(C)C)C(=O)Cc1nnn[nH]1)C(CC=Cc1ccccc1)C(=O)OC(C)(C)C. As a reaction SMILES: [C:1]([CH3:2])([CH3:3])([CH3:4])[O:5][C:6](=[O:7])[CH:8]([CH2:9][CH:10]=[CH:11][c:12]1[cH:13][cH:14][cH:15][cH:16][cH:17]1)[CH:18]([C:19](=[O:20])[NH:21][NH:22][CH2:23][CH:24]([CH3:25])[CH3:26])[CH2:27][CH:28]([CH3:29])[CH3:30].[CH2:41]([N:42]=[C:43]=[N:44][CH2:45][CH2:46][CH2:47][N:48]([CH3:49])[CH3:50])[CH3:51].[CH3:52][N:53]([CH3:54])[CH:55]=[O:56].[ClH:40].[nH:31]1[n:32][n:33][n:34][c:35]1[CH2:36][C:37](=[O:38])[OH:39]>>[C:1]([CH3:2])([CH3:3])([CH3:4])[O:5][C:6](=[O:7])[CH:8]([CH2:9][CH:10]=[CH:11][c:12]1[cH:13][cH:14][cH:15][cH:16][cH:17]1)[CH:18]([C:19](=[O:20])[NH:21][N:22]([CH2:23][CH:24]([CH3:25])[CH3:26])[C:37]([CH2:36][c:35]1[n:31][n:32][n:33][nH:34]1)=[O:38])[CH2:27][CH:28]([CH3:29])[CH3:30].